Dataset: the Open Reaction Database (ORD), a public repository of structured organic reaction records. Task: describe an organic reaction: reactants, conditions, products, and yield RXN SMILES: [Br:22][c:23]1[cH:24][cH:25][cH:26][cH:27][cH:28]1.[CH3:29][c:30]1[cH:31][cH:32][cH:33][cH:34][cH:35]1.[Cl:36][CH2:37][Cl:38].[NH2:1][c:2]1[c:3]([C:4](=[O:5])[O:6][C:7]([CH3:8])([CH3:9])[CH3:10])[cH:11][cH:12][c:13]([N:15]2[CH2:16][CH2:17][N:18]([CH3:21])[CH2:19][CH2:20]2)[cH:14]1.[O-:40][C:41]([CH3:42])=[O:43].[O-:44][C:45]([CH3:46])=[O:47].[Pd+2:39]>>[NH:1]([c:2]1[c:3]([C:4](=[O:5])[O:6][C:7]([CH3:8])([CH3:9])[CH3:10])[cH:11][cH:12][c:13]([N:15]2[CH2:16][CH2:17][N:18]([CH3:21])[CH2:19][CH2:20]2)[cH:14]1)[c:23]1[cH:24][cH:25][cH:26][cH:27][cH:28]1. Yields the product CN1CCN(c2ccc(C(=O)OC(C)(C)C)c(Nc3ccccc3)c2)CC1. The reactants are Brc1ccccc1, Cc1ccccc1, ClCCl, CN1CCN(c2ccc(C(=O)OC(C)(C)C)c(N)c2)CC1, CC(=O)[O-], CC(=O)[O-], [Pd+2]. Starting materials: ClC=1C=C(NC2=NC=NC3=CC=C(C=C23)C2=CC=C(O2)C=O)C=CC1OCC1=CC(=CC=C1)F (5-(4-{3-Chloro-4-[(3-fluorobenzyl)oxy]anilino}-6-quinazolinyl)-2-furaldehyde), C(CC)S(=O)(=O)CCN (2-n-propanesulphonyl-ethyl amine), C(OC)COC (dimethoxyethane). Yields the product FC=1C=C(COC2=C(C=C(C=C2)NC2=NC=NC3=CC=C(C=C23)C2(OC=CC2)CNCCS(=O)(=O)CCC)Cl)C=CC1 ((4-(3-Fluorobenzyloxy)-3-chlorophenyl)-(6-(2-((2-propanesulphonyl-ethylamino)-methyl)-furan-2-yl)-quinazolin-4-yl)-amine). Reaction SMILES: [Cl:1][C:2]1[CH:3]=[C:4]([CH:23]=[CH:24][C:25]=1[O:26][CH2:27][C:28]1[CH:33]=[CH:32][CH:31]=[C:30]([F:34])[CH:29]=1)[NH:5][C:6]1[C:15]2[C:10](=[CH:11][CH:12]=[C:13]([C:16]3[O:20][C:19](C=O)=[CH:18][CH:17]=3)[CH:14]=2)[N:9]=[CH:8][N:7]=1.[CH2:35]([S:38]([CH2:41][CH2:42][NH2:43])(=[O:40])=[O:39])[CH2:36][CH3:37].[CH2:44](COC)OC>>[F:34][C:30]1[CH:29]=[C:28]([CH:33]=[CH:32][CH:31]=1)[CH2:27][O:26][C:25]1[CH:24]=[CH:23][C:4]([NH:5][C:6]2[C:15]3[C:10](=[CH:11][CH:12]=[C:13]([C:16]4([CH2:44][NH:43][CH2:42][CH2:41][S:38]([CH2:35][CH2:36][CH3:37])(=[O:40])=[O:39])[CH2:17][CH:18]=[CH:19][O:20]4)[CH:14]=3)[N:9]=[CH:8][N:7]=2)=[CH:3][C:2]=1[Cl:1]. Procedure details: 5-(4-{3-Chloro-4-[(3-fluorobenzyl)oxy]anilino}-6-quinazolinyl)-2-furaldehyde (0.32 mmol) and 2-n-propanesulphonyl-ethyl amine (0.95 mmol) were reacted together in dimethoxyethane as in Procedure D. 1H NMR (DMSO) 11.85 (bs, 1H); 9.94 (bs, 2H); 9.67 (s, 1H); 8.95 (s, 1H); 8.45 (d, 1H); 8.08 (s, 1H); 8.00 (d, 1H); 7.84 (d, 1H); 7.50 (m, 1H); 7.38 (m, 4H); 7.22 (m, 1H); 6.88 (s, 1H); 5.35 (s, 2H); 4.48 (s, 2H); 3.68 (m, 2H); 3.46 (m, 2H); 3.26 (m, 2H); 1.75 (m, 2H); 1.01 (m, 3H) Electrospray MS m/z ...